Dataset: the Open Reaction Database (ORD), a public repository of structured organic reaction records. Task: describe an organic reaction: reactants, conditions, products, and yield The reactants are C[S-].[Na+] (Sodium thiomethoxide), [N+](=O)([O-])C1=C(C(=O)OCCCC)C=CC(=C1)C(F)(F)F (Butyl 2-nitro-4-trifluoromethylbenzoate). The reagents and catalysts are [Br-].C(CCC)[N+](CCCC)(CCCC)CCCC (Tetrabutylammonium bromide). Run in O (water), C1(=CC=CC=C1)C (toluene). Conditions: time 2.5 hour. Product: CSC1=C(C(=O)OCCCC)C=CC(=C1)C(F)(F)F (Butyl 2-Methylthio-4-trifluoromethylbenzoate). Isolated yield 97.5%. RXN SMILES: [CH3:1][S-:2].[Na+].[N+]([C:7]1[CH:19]=[C:18]([C:20]([F:23])([F:22])[F:21])[CH:17]=[CH:16][C:8]=1[C:9]([O:11][CH2:12][CH2:13][CH2:14][CH3:15])=[O:10])([O-])=O>O.[Br-].C([N+](CCCC)(CCCC)CCCC)CCC.C1(C)C=CC=CC=1>[CH3:1][S:2][C:7]1[CH:19]=[C:18]([C:20]([F:23])([F:22])[F:21])[CH:17]=[CH:16][C:8]=1[C:9]([O:11][CH2:12][CH2:13][CH2:14][CH3:15])=[O:10] |f:0.1,4.5|. Procedure: Sodium thiomethoxide (0.91 g; 13.0 mmol; 1.3 equiv) was dissolved in water (3.4 mL). Tetrabutylammonium bromide (0.48 g; 1.50 mmol; 0.15 equiv) was added. Butyl 2-nitro-4-trifluoromethylbenzoate (5b; 2.91 g; 10.0 mmol) was dissolved in toluene (5 mL) and added to the mixture. The reaction mixture was stirred at ambient temperature for 2.5 h to completely consume 5b according to thin layer chromatography (tlc) analysis. The reaction mixture was diluted with toluene and water and the layers were t...